Dataset: the Open Reaction Database (ORD), a public repository of structured organic reaction records. Task: describe an organic reaction: reactants, conditions, products, and yield Reactants: OC1=C(C(C=CC2=CC(=C(C=C2)OCOC)CC=C(C)C)=O)C(=CC(=C1CC=C(C)C)OCOC)OCOC (2'-hydroxy-4,4',6'-tris(methoxymethoxy)-3,3'-bis(3-methyl-2-butenyl)chalcone), [H][H] (hydrogen). The reagents and catalysts are [Pd] (palladium/carbon). The solvent is C(C)(=O)OCC (ethyl acetate), C(C)(=O)OCC (ethyl acetate). Reaction conditions: time 4 hour. The product is OC1=C(C(=CC(=C1CCC(C)C)OCOC)OCOC)C(CCC1=CC(=C(C=C1)OCOC)CCC(C)C)=O (1-[2-hydroxy-4,6-bis(methoxymethoxy)-3-isopentylphenyl]-3-(3-isopentyl-4-methoxymethoxyphenyl)-1-propanone). The yield is 85.3%. Reaction SMILES: [OH:1][C:2]1[C:26]([CH2:27][CH:28]=[C:29]([CH3:31])[CH3:30])=[C:25]([O:32][CH2:33][O:34][CH3:35])[CH:24]=[C:23]([O:36][CH2:37][O:38][CH3:39])[C:3]=1[C:4](=[O:22])[CH:5]=[CH:6][C:7]1[CH:12]=[CH:11][C:10]([O:13][CH2:14][O:15][CH3:16])=[C:9]([CH2:17][CH:18]=[C:19]([CH3:21])[CH3:20])[CH:8]=1.[H][H]>C(OCC)(=O)C.[Pd]>[OH:1][C:2]1[C:26]([CH2:27][CH2:28][CH:29]([CH3:31])[CH3:30])=[C:25]([O:32][CH2:33][O:34][CH3:35])[CH:24]=[C:23]([O:36][CH2:37][O:38][CH3:39])[C:3]=1[C:4](=[O:22])[CH2:5][CH2:6][C:7]1[CH:12]=[CH:11][C:10]([O:13][CH2:14][O:15][CH3:16])=[C:9]([CH2:17][CH2:18][CH:19]([CH3:21])[CH3:20])[CH:8]=1. Procedure details: Then, 80 ml of an ethyl acetate solution of 7.22 g of 2'-hydroxy-4,4',6'-tris(methoxymethoxy)-3,3'-bis(3-methyl-2-butenyl)chalcone was added to a suspension of 1.67 g of 5% palladium/carbon in 50 ml of ethyl acetate, in which a hydrogen gas had been sufficiently absorbed in advance, and the mixture was stirred at room temperature under atmospheric pressure in a hydrogen gas atmosphere for 4 hours. After the reaction, the suspension was filtered and the solvent was removed from the filtrate by di... Starting materials: BrCCBr, BrCCCCCBr, O=P(O)(O)Cc1ccccc1, CCOCC, ClCCl, I, [Mg], CN(C)C=O, O=S(Cl)Cl. Product: O=P1(Cc2ccccc2)CCCCC1. As a reaction SMILES: [Br:10][CH2:11][CH2:12][Br:13].[Br:3][CH2:4][CH2:5][CH2:6][CH2:7][CH2:8][Br:9].[CH2:14]([c:15]1[cH:16][cH:17][cH:18][cH:19][cH:20]1)[P:21]([OH:22])([OH:23])=[O:24].[CH2:29]([O:30][CH2:31][CH3:32])[CH3:33].[Cl:34][CH2:35][Cl:36].[I:2].[Mg:1].[O:37]=[CH:38][N:39]([CH3:40])[CH3:41].[S:25]([Cl:26])([Cl:27])=[O:28]>>[CH2:4]1[CH2:5][CH2:6][CH2:7][CH2:8][P:21]1([CH2:14][c:15]1[cH:16][cH:17][cH:18][cH:19][cH:20]1)=[O:24]. Reactants: COc1cc(Cl)ccc1C(=O)O, O=C(NC1CN2CCC1CC2)c1ccc(-c2cccs2)cc1. The product is COc1cc(Cl)ccc1C(=O)NC1CN2CCC1CC2. As a reaction SMILES: [Cl:23][c:24]1[cH:25][c:26]([O:33][CH3:34])[c:27]([C:28](=[O:29])[OH:30])[cH:31][cH:32]1.[N:1]12[CH2:2][CH:3]([NH:9][C:10](=[O:11])[c:12]3[cH:13][cH:14][c:15](-[c:16]4[s:17][cH:18][cH:19][cH:20]4)[cH:21][cH:22]3)[CH:4]([CH2:5][CH2:6]1)[CH2:7][CH2:8]2>>[N:1]12[CH2:2][CH:3]([NH:9][C:28]([c:27]3[c:26]([O:33][CH3:34])[cH:25][c:24]([Cl:23])[cH:32][cH:31]3)=[O:30])[CH:4]([CH2:5][CH2:6]1)[CH2:7][CH2:8]2. Procedure details: 0.06 mol=20.73 g of 2-[4'-(2",4"-dichlorophenoxy)phenoxy]-propionic acid chloride dissolved in 30 ml absolute toluene were added dropwise at room temperature to a solution of 0.06 mol=6.9 g of 2-pyrrolidino-ethanol in 50 ml absolute toluene and the mixture was stirred for a further hour at 60° C. After cooling to 0° C., the formed precipitate was filtered off and recrystallized from acetone. 21.0 g=76% of the theory of 2-[4'-(2",4"-dichloro-phenoxy)phenoxy]-propionic acid 2-pyrrolidino-eth-1-yl ... As a reaction SMILES: [Cl:1][C:2]1[CH:20]=[C:19]([Cl:21])[CH:18]=[CH:17][C:3]=1[O:4][C:5]1[CH:16]=[CH:15][C:8]([O:9][CH:10]([CH3:14])[C:11](Cl)=[O:12])=[CH:7][CH:6]=1.[N:22]1([CH2:27][CH2:28][OH:29])[CH2:26][CH2:25][CH2:24][CH2:23]1>C1(C)C=CC=CC=1>[ClH:1].[N:22]1([CH2:27][CH2:28][O:29][C:11](=[O:12])[CH:10]([O:9][C:8]2[CH:15]=[CH:16][C:5]([O:4][C:3]3[CH:17]=[CH:18][C:19]([Cl:21])=[CH:20][C:2]=3[Cl:1])=[CH:6][CH:7]=2)[CH3:14])[CH2:26][CH2:25][CH2:24][CH2:23]1 |f:3.4|. Run at temperature 60 celsius. Product: Cl.N1(CCCC1)CCOC(C(C)OC1=CC=C(C=C1)OC1=C(C=C(C=C1)Cl)Cl)=O (2-[4'-(2",4"-dichloro-phenoxy)phenoxy]-propionic acid 2-pyrrolidino-eth-1-yl ester hydrochloride). The reactants are ClC1=C(OC2=CC=C(OC(C(=O)Cl)C)C=C2)C=CC(=C1)Cl (2-[4'-(2",4"-dichlorophenoxy)phenoxy]-propionic acid chloride), N1(CCCC1)CCO (2-pyrrolidino-ethanol). Solvent: C1(=CC=CC=C1)C (toluene), C1(=CC=CC=C1)C (toluene).